From a dataset of the Open Reaction Database (ORD), a public repository of structured organic reaction records. describe an organic reaction: reactants, conditions, products, and yield Starting materials: three, ClC=1C=C(C=O)C=CC1 (3-chlorobenzaldehyde), C1(=CC=CC=C1)P(C1=CC=CC=C1)(C1=CC=CC=C1)=CC(=O)OCC (ethyl (triphenylphosphoranylidene)acetate). Run in C1CCOC1 (THF). Conditions: temperature 0 celsius, time 1 hour. Product: ClC=1C=C(C=CC1)C=CC(=O)OCC (ethyl 3-(3-chlorophenyl)-2-propenoate). Yield: 92.0%. As a reaction SMILES: [Cl:1][C:2]1[CH:3]=[C:4]([CH:7]=[CH:8][CH:9]=1)[CH:5]=O.C1(P(=[CH:29][C:30]([O:32][CH2:33][CH3:34])=[O:31])(C2C=CC=CC=2)C2C=CC=CC=2)C=CC=CC=1>C1COCC1>[Cl:1][C:2]1[CH:3]=[C:4]([CH:5]=[CH:29][C:30]([O:32][CH2:33][CH3:34])=[O:31])[CH:7]=[CH:8][CH:9]=1. Procedure: In a 2 l three necked flask fitted with mechanical stirrer and dropping funnel under inert atmosphere, 106.2 g (755 mmoles, 1 eq) of 3-chlorobenzaldehyde are dissolved in 1 l of THF and cooled down to 0° C. 341.9 g (980 mmoles, 1.3 eq) of ethyl (triphenylphosphoranylidene)acetate are then added under efficient stirring, the temperature raising to 10° C. The mixture is kept under stirring one hour at 0° C., and then overnight at room temperature. The mixture is concentrated to dryness, the residu... Reaction SMILES: [CH2:1]([O:3][C:4]([C:6]1[C:12]2[NH:13][C:14]3[CH:15]=[CH:16][CH:17]=[CH:18][C:19]=3[C:11]=2[CH:10](O)[CH2:9][N:8]([C:21](=[O:29])[C:22]2[CH:27]=[CH:26][C:25]([F:28])=[CH:24][CH:23]=2)[CH:7]=1)=[O:5])[CH3:2].FC(F)(F)S(OS(C(F)(F)F)(=O)=O)(=O)=O.[CH2:45]([SH:47])[CH3:46].O>C(Cl)Cl>[CH2:1]([O:3][C:4]([C:6]1[C:12]2[NH:13][C:14]3[CH:15]=[CH:16][CH:17]=[CH:18][C:19]=3[C:11]=2[CH:10]([S:47][CH2:45][CH3:46])[CH2:9][N:8]([C:21](=[O:29])[C:22]2[CH:27]=[CH:26][C:25]([F:28])=[CH:24][CH:23]=2)[CH:7]=1)=[O:5])[CH3:2]. The solvent is C(Cl)Cl (DCM). Yield: 1.5%. Yields the product C(C)OC(=O)C1=CN(CC(C2=C1NC=1C=CC=CC21)SCC)C(C2=CC=C(C=C2)F)=O (1-Ethylsulfanyl-3-(4-Fluorobenzoyl)-1,2,3,6-Tetrahydroazepino[4,5-b]Indole-5-Carboxylic Acid Ethyl Ester). Procedure: To a solution of 3-(4-fluorobenzoyl)-1-hydroxy-1,2,3,6-tetrahydroazepino[4,5-b]indole-5-carboxylic acid ethyl ester (60 mg, 0.3 mmol) in DCM (2 mL) was added trifluoromethanesulfonic anhydride (50 mL, 0.6 mmol) at 0° C. and the mixture was stirred for 1 hour at 0° C. Ethanethiol (34 mL, 0.9 mmol) was added and the reaction mixture was stirred overnight at 20° C. Water was added and organic layer was separated. The aqueous layer was extracted with DCM. The combined organic layer was then washed w... Run at temperature 0 celsius, time 1 hour. Reactants: C(C)OC(=O)C1=CN(CC(C2=C1NC=1C=CC=CC21)O)C(C2=CC=C(C=C2)F)=O (3-(4-fluorobenzoyl)-1-hydroxy-1,2,3,6-tetrahydroazepino[4,5-b]indole-5-carboxylic acid ethyl ester), FC(S(=O)(=O)OS(=O)(=O)C(F)(F)F)(F)F (trifluoromethanesulfonic anhydride), O (Water), C(C)S (Ethanethiol). The reactants are CCO, O=C1c2ccccc2C(=O)N1C1CCC(n2cccn2)C1. The product is NC1CCC(n2cccn2)C1. Reaction SMILES: [CH3:22][CH2:23][OH:24].[n:1]1([CH:6]2[CH2:7][CH:8]([N:11]3[C:12](=[O:13])[c:14]4[cH:15][cH:16][cH:17][cH:18][c:19]4[C:20]3=[O:21])[CH2:9][CH2:10]2)[n:2][cH:3][cH:4][cH:5]1>>[n:1]1([CH:6]2[CH2:7][CH:8]([NH2:11])[CH2:9][CH2:10]2)[n:2][cH:3][cH:4][cH:5]1. Reactants: C(C1=CC=CC=C1)(=O)OC1(C(N(C2=CC=C(C=C12)Cl)CCC)=O)CC1=CNC2=CC=CC=C12 (3-((1H-indol-3-yl)methyl)-5-chloro-2-oxo-1-propylindolin-3-yl benzoate), C(C1=CC=CC=C1)(=O)OC1C(N(C2=CC=C(C=C12)C)CCC)=O (5-methyl-2-oxo-1-propylindolin-3-yl benzoate), C(C1=CC=CC=C1)(=O)OCC1=CN(C2=CC=CC=C12)C(C1=CC=CC=C1)=O ((1-benzoyl-1H-indol-3-yl)methyl benzoate). Yields the product C(C1=CC=CC=C1)(=O)N1C=C(C2=CC=CC=C12)CC1(C(N(C2=CC=C(C=C12)C)CCC)=O)O (3-((1-benzoyl-1H-indol-3-yl)methyl)-3-hydroxy-5-methyl-1-propylindolin-2-one). Reaction SMILES: C(OC1(CC2C3C(=CC=CC=3)NC=2)C2C(=CC=C(Cl)C=2)N(CCC)C1=O)(=O)C1C=CC=CC=1.C([O:42][CH:43]1[C:51]2[C:46](=[CH:47][CH:48]=[C:49]([CH3:52])[CH:50]=2)[N:45]([CH2:53][CH2:54][CH3:55])[C:44]1=[O:56])(=O)C1C=CC=CC=1.C(O[CH2:66][C:67]1[C:75]2[C:70](=[CH:71][CH:72]=[CH:73][CH:74]=2)[N:69]([C:76](=[O:83])[C:77]2[CH:82]=[CH:81][CH:80]=[CH:79][CH:78]=2)[CH:68]=1)(=O)C1C=CC=CC=1>>[C:76]([N:69]1[C:70]2[C:75](=[CH:74][CH:73]=[CH:72][CH:71]=2)[C:67]([CH2:66][C:43]2([OH:42])[C:51]3[C:46](=[CH:47][CH:48]=[C:49]([CH3:52])[CH:50]=3)[N:45]([CH2:53][CH2:54][CH3:55])[C:44]2=[O:56])=[CH:68]1)(=[O:83])[C:77]1[CH:78]=[CH:79][CH:80]=[CH:81][CH:82]=1. Procedure details: This compound was made in a method analogous to 3-((1H-indol-3-yl)methyl)-5-chloro-2-oxo-1-propylindolin-3-yl benzoate using 5-methyl-2-oxo-1-propylindolin-3-yl benzoate and (1-benzoyl-1H-indol-3-yl)methyl benzoate. 1H-NMR δ 8.33 (d, 1H), 7.53 (m, 2H), 7.45-7.39 (m, 4H), 7.31 (dd, 1H), 7.29 (m, 1H), 7.17 (s, 1H), 7.08 (d, 1H), 6.59 (m, 2H), 3.53 (m, 1H), 3.40 (d, 1H), 3.29 (d, 1H), 3.20 (m, 1H), 2.77 (s, OH), 2.30 (s, 3H), 1.15 (m, 2H), 0.56 (t, 3H). Calculated mass for C28H26N2O3, 438.19. Obser... The reactants are ClC1=CC=C(CNC(=O)C=2C=NC3=C(C=C(C=C3C2O)C#CCO)F)C=C1 (N-(4-chlorobenzyl)-8-fluoro-4-hydroxy-6-(3-hydroxy-1-propynyl)-3-quinolinecarboxamide), 53, C(Cl)Cl (CH2Cl2). The reagents and catalysts are [Pd].C(=O)([O-])[O-].[Ca+2] (Pd CaCO3). Run in CO (MeOH). Run at time 2 hour. Product: ClC1=CC=C(CNC(=O)C=2C=NC3=C(C=C(C=C3C2O)\C=C/CO)F)C=C1 (N-(4-Chlorobenzyl)-8-fluoro-4-hydroxy-6-[(Z)-3-hydroxy-1-propenyl]-3-quinolinecarboxamide). Reaction SMILES: [Cl:1][C:2]1[CH:27]=[CH:26][C:5]([CH2:6][NH:7][C:8]([C:10]2[CH:11]=[N:12][C:13]3[C:18]([C:19]=2[OH:20])=[CH:17][C:16]([C:21]#[C:22][CH2:23][OH:24])=[CH:15][C:14]=3[F:25])=[O:9])=[CH:4][CH:3]=1.C(Cl)Cl>[Pd].C([O-])([O-])=O.[Ca+2].CO>[Cl:1][C:2]1[CH:3]=[CH:4][C:5]([CH2:6][NH:7][C:8]([C:10]2[CH:11]=[N:12][C:13]3[C:18]([C:19]=2[OH:20])=[CH:17][C:16](/[CH:21]=[CH:22]\[CH2:23][OH:24])=[CH:15][C:14]=3[F:25])=[O:9])=[CH:26][CH:27]=1 |f:2.3.4|. Procedure: To a solution of N-(4-chlorobenzyl)-8-fluoro-4-hydroxy-6-(3-hydroxy-1-propynyl)-3-quinolinecarboxamide from Example No. 53 (0.24 g) in 60 mL 3:1 CH2Cl2 :MeOH was added a spatula tip of 5% Pd/CaCO3. The reaction was placed under hydrogen balloon atmosphere. After 2 hours, the Pd catalyst was filtered over Celite, new catalyst added to the filtrate and the reaction again placed under a hydrogen balloon. This regeneration of catalyst was repeated 8 times and the reaction monitored by MS until compl... Starting materials: COC1=CC=2C(=CC=C3C=CN(C23)C[C@H](C)NC(C(F)(F)F)=O)C=C1 ((S)-N-[2-(8-methoxy-1H-benz[g]indol-1-yl)-1-methyl-ethyl]-trifluoracetamide), [OH-].[K+] (potassium hydroxide), O (water), [OH-].[Na+] (sodium hydroxide). Solvent: CO (methanol). Yields the product C(\C=C\C(=O)O)(=O)O.COC1=CC=2C(=CC=C3C=CN(C23)C[C@H](C)N)C=C1 ((S)-2-(8-methoxy-1H-benz[g]indol-1-yl)-1-methyl-ethylamine fumarate). Isolated yield 73.0%. Reaction SMILES: [CH3:1][O:2][C:3]1[CH:25]=[CH:24][C:6]2=[CH:7][CH:8]=[C:9]3[C:13]([N:12]([CH2:14][C@@H:15]([NH:17]C(=O)C(F)(F)F)[CH3:16])[CH:11]=[CH:10]3)=[C:5]2[CH:4]=1.[OH-:26].[K+].[OH-:28].[Na+].[OH2:30]>CO>[C:3]([OH:2])(=[O:30])/[CH:25]=[CH:24]/[C:6]([OH:28])=[O:26].[CH3:1][O:2][C:3]1[CH:25]=[CH:24][C:6]2=[CH:7][CH:8]=[C:9]3[C:13]([N:12]([CH2:14][C@@H:15]([NH2:17])[CH3:16])[CH:11]=[CH:10]3)=[C:5]2[CH:4]=1 |f:1.2,3.4,7.8|. Procedure details: A mixture of 1.2 g of (S)-N-[2-(8-methoxy-1H-benz[g]indol-1-yl)-1-methyl-ethyl]-trifluoracetamide, 1.2 g of potassium hydroxide in 3 ml of water and 50 ml of methanol was boiled under reflux for 3 hours. The reaction mixture was subsequently poured into 100 ml of 1N sodium hydroxide solution, extracted twice with 100 ml of diethyl ether each time and once with 100 ml of ethyl acetate, the combined organic phases were washed once with 150 ml and dried over magnesium sulfate. After concentration i... Starting materials: CCC(c1cccc(OS(=O)(=O)c2ccc(C)cc2)c1)C(C)CN(C)C, CO, [Cl-], [Na+], [Na+], [OH-], O. Product: CCC(c1cccc(O)c1)C(C)CN(C)C. Reaction SMILES: [CH3:1][N:2]([CH2:3][CH:4]([CH:5]([CH2:6][CH3:7])[c:8]1[cH:9][c:10]([O:14][S:15]([c:16]2[cH:17][cH:18][c:19]([CH3:20])[cH:21][cH:22]2)(=[O:23])=[O:24])[cH:11][cH:12][cH:13]1)[CH3:25])[CH3:26].[CH3:27][OH:28].[Cl-:32].[Na+:30].[Na+:31].[OH-:29].[OH2:33]>>[CH3:1][N:2]([CH2:3][CH:4]([CH:5]([CH2:6][CH3:7])[c:8]1[cH:9][c:10]([OH:14])[cH:11][cH:12][cH:13]1)[CH3:25])[CH3:26]. The reactants are BrCCCCCCC1=C(C(=CC=C1)OC)OC (1-(6-bromohexyl)-2,3-dimethoxybenzene), COC(C1=C(C(=C(C=C1)O)CCC)O)=O (2,4-dihydroxy-3-propylbenzoic acid methyl ester), C([O-])([O-])=O.[K+].[K+] (potassium carbonate), [I-].[K+] (potassium iodide). Run in CC(=O)C (acetone). Product: COC(C1=C(C(=C(C=C1)OCCCCCCC1=C(C(=CC=C1)OC)OC)CCC)O)=O (4-[6-(2,3-dimethoxyphenyl)hexyloxy]-2-hydroxy-3-propylbenzoic acid methyl ester). Isolated yield 82.9%. Reaction SMILES: Br[CH2:2][CH2:3][CH2:4][CH2:5][CH2:6][CH2:7][C:8]1[CH:13]=[CH:12][CH:11]=[C:10]([O:14][CH3:15])[C:9]=1[O:16][CH3:17].[CH3:18][O:19][C:20](=[O:32])[C:21]1[CH:26]=[CH:25][C:24]([OH:27])=[C:23]([CH2:28][CH2:29][CH3:30])[C:22]=1[OH:31].C(=O)([O-])[O-].[K+].[K+].[I-].[K+]>CC(C)=O>[CH3:18][O:19][C:20](=[O:32])[C:21]1[CH:26]=[CH:25][C:24]([O:27][CH2:2][CH2:3][CH2:4][CH2:5][CH2:6][CH2:7][C:8]2[CH:13]=[CH:12][CH:11]=[C:10]([O:14][CH3:15])[C:9]=2[O:16][CH3:17])=[C:23]([CH2:28][CH2:29][CH3:30])[C:22]=1[OH:31] |f:2.3.4,5.6|. Procedure details: A mixture of 29.2 g (0.097 mol) of 1-(6-bromohexyl)-2,3-dimethoxybenzene, 18.5 g (0.088 mol) of 2,4-dihydroxy-3-propylbenzoic acid methyl ester, 18.2 g (0.13 mol) of anhydrous potassium carbonate and 21.9 g (0.13 mol) of potassium iodide in 550 mL of anhydrous acetone was stirred at reflux for 22 hours. The reaction mixture was filtered and the filtrate was concentrated under reduced pressure to an oil which was purified by HPLC using 8% ethyl acetate-hexane to give 31.4 g (83% yield) of 4-[6-(2... Starting materials: C(=O)C=1C(=NN(C1)C1OCCCC1)C=1C=C(C=CC1)NC(C=C(C)C)=O (N-(3-(4-formyl-1-(tetrahydro-2H-pyran-2-yl)-1H-pyrazol-3-yl)phenyl)-3-methylbut-2-enamide), TEA, CN(C(OC(C)(C)C)=O)CCNC (tert-butyl methyl(2(methylamino)ethyl)carbamate), [BH3-]C#N.[Na+] (NaCNBH3), O (water). Reagents/catalysts: [Cl-].[Cl-].[Zn+2] (ZnCl2). The solvent is CO (MeOH), CO (methanol). Run at time 45 minute. The product is CN(C(OC(C)(C)C)=O)CCN(CC=1C(=NN(C1)C1OCCCC1)C1=CC(=CC=C1)NC(C=C(C)C)=O)C (tert-butyl methyl(2-(methyl((3-(3-(3-methylbut-2-enamido)phenyl)-1-(tetrahydro-2H-pyran-2-yl)-1H-pyrazol-4-yl)methyl)amino)ethyl)carbamate). The yield is 46.0%. RXN SMILES: C([C:3]1[C:4]([C:14]2[CH:15]=[C:16]([NH:20][C:21](=[O:26])[CH:22]=[C:23]([CH3:25])[CH3:24])[CH:17]=[CH:18][CH:19]=2)=[N:5][N:6]([CH:8]2[CH2:13][CH2:12][CH2:11][CH2:10][O:9]2)[CH:7]=1)=O.[CH3:27][N:28]([CH2:36][CH2:37][NH:38][CH3:39])[C:29](=[O:35])[O:30][C:31]([CH3:34])([CH3:33])[CH3:32].[BH3-][C:41]#N.[Na+].O>CO.[Cl-].[Cl-].[Zn+2]>[CH3:27][N:28]([CH2:36][CH2:37][N:38]([CH3:41])[CH2:39][C:3]1[C:4]([C:14]2[CH:19]=[CH:18][CH:17]=[C:16]([NH:20][C:21](=[O:26])[CH:22]=[C:23]([CH3:25])[CH3:24])[CH:15]=2)=[N:5][N:6]([CH:8]2[CH2:13][CH2:12][CH2:11][CH2:10][O:9]2)[CH:7]=1)[C:29](=[O:35])[O:30][C:31]([CH3:34])([CH3:33])[CH3:32] |f:2.3,6.7.8|. Procedure: To a solution of N-(3-(4-formyl-1-(tetrahydro-2H-pyran-2-yl)-1H-pyrazol-3-yl)phenyl)-3-methylbut-2-enamide (0.210 g, 0.00062 mol) in methanol (4 mL) were added TEA (313 mg, 0.0031 mol), ZnCl2 (0.008 g, 0.000062 mol) and tert-butyl methyl(2(methylamino)ethyl)carbamate (0.138 g, 0.00074 mol). The reaction mixture was stirred at rt for 45 min. NaCNBH3 (0.580 g, 0.00913 mol) was added and stirred for 2 h at rt. The reaction was poured into water (100 mL) and extracted with EtOAc (100 mL×2). The comb... Procedure: GC-analysis: 15% α-bulnesene oxides, 1%/3-patchoulenone, 1.25% rotundone, 1.8% bulnesenone, 0.1% (1R,3S,3aS,5R)-3,8-dimethyl-5-(prop-1-en-2-yl)-1,2,3,3a,4,5,6,7-octahydroazulen-1-ol (compound of formula I), 1.6% (1S,3S,3aS,5R)-3,8-dimethyl-5-(prop-1-en-2-yl)-1,2,3,3a,4,5,6,7-octahydroazulen-1-ol (compound of formula I). The product is C[C@H]1CCC2=C(CC[C@H](C[C@@H]12)C(=C)C)C (α-Bulnesene). RXN SMILES: [CH3:1][C@@H:2]1[C:8]2[C:9]([CH2:11][C@H:12]([CH3:13])[C:7]=2[CH2:6][C@H:5]([C:14]([CH3:16])=[CH2:15])[CH2:4][CH2:3]1)=O.C[C@@H]1[C@H]2C(=C(C)CC[C@@H](C(C)=C)C2)[C@H](O)C1.C[C@@H]1[C@H]2C(=C(C)CC[C@@H](C(C)=C)C2)[C@@H](O)C1>>[CH3:13][C@@H:12]1[C@H:7]2[C:8](=[C:2]([CH3:1])[CH2:3][CH2:4][C@@H:5]([C:14]([CH3:16])=[CH2:15])[CH2:6]2)[CH2:9][CH2:11]1. Reactants: α-bulnesene oxides, C[C@H]1C[C@H](C2=C(CC[C@H](C[C@@H]12)C(=C)C)C)O ((1R,3S,3aS,5R)-3,8-dimethyl-5-(prop-1-en-2-yl)-1,2,3,3a,4,5,6,7-octahydroazulen-1-ol), C[C@H]1C[C@@H](C2=C(CC[C@H](C[C@@H]12)C(=C)C)C)O ((1S,3S,3aS,5R)-3,8-dimethyl-5-(prop-1-en-2-yl)-1,2,3,3a,4,5,6,7-octahydroazulen-1-ol), 3-patchoulenone, C[C@H]1CC[C@H](CC2=C1C(=O)C[C@@H]2C)C(=C)C (rotundone).